Dataset: the Open Reaction Database (ORD), a public repository of structured organic reaction records. Task: describe an organic reaction: reactants, conditions, products, and yield The reactants are C#Cc1ccc2c(c1)OCC(C)(C)CO2, Ic1ccc2c(c1)CCO2. Yields the product CC1(C)COc2ccc(C#Cc3ccc4c(c3)CCO4)cc2OC1. Reaction SMILES: [C:1](#[CH:2])[c:3]1[cH:4][c:5]2[c:6]([cH:14][cH:15]1)[O:7][CH2:8][C:9]([CH3:12])([CH3:13])[CH2:10][O:11]2.[I:16][c:17]1[cH:18][cH:19][c:20]2[c:21]([cH:25]1)[CH2:22][CH2:23][O:24]2>>[C:1](#[C:2][c:17]1[cH:18][cH:19][c:20]2[c:21]([cH:25]1)[CH2:22][CH2:23][O:24]2)[c:3]1[cH:4][c:5]2[c:6]([cH:14][cH:15]1)[O:7][CH2:8][C:9]([CH3:12])([CH3:13])[CH2:10][O:11]2. The reactants are [OH-].[K+] (Potassium hydroxide), C(C)OC(=O)C1=C(SC(=C1)C1=CC=CC=C1)Br (2-bromo-5-phenyl-thiophene-3-carboxylic acid ethyl ester). Run in O (water), IMS. Reaction conditions: time 1 hour. Yields the product BrC=1SC(=CC1C(=O)O)C1=CC=CC=C1 (2-Bromo-5-phenyl-thiophene-3-carboxylic acid). The yield is 86.9%. RXN SMILES: [OH-].[K+].C([O:5][C:6]([C:8]1[CH:12]=[C:11]([C:13]2[CH:18]=[CH:17][CH:16]=[CH:15][CH:14]=2)[S:10][C:9]=1[Br:19])=[O:7])C>O>[Br:19][C:9]1[S:10][C:11]([C:13]2[CH:14]=[CH:15][CH:16]=[CH:17][CH:18]=2)=[CH:12][C:8]=1[C:6]([OH:7])=[O:5] |f:0.1|. Procedure details: Potassium hydroxide (0.65 g, 11.6 mmol) in water (2 mL) was added to a solution of 2-bromo-5-phenyl-thiophene-3-carboxylic acid ethyl ester (3.9 mmol) in IMS (6 mL). The reaction was stirred for 1 hour and then partitioned between diethyl ether and water. The aqueous layer was acidified to pH 7 with 1 N hydrochloric acid and further extracted with diethyl ether. The organic solution was dried over magnesium sulfate, filtered and the solvent evaporated to give the title compound (0.96 g, 87%). LC... Starting materials: C(C)(C)(C)OC(=O)N(CC1=CC(=CC=C1)Cl)CCC=1C(=CC=2C3C(C(NC2C1)=O)CCC3)Cl (7-(N-tert-butoxycarbonyl-3-chlorobenzyl-amino)ethyl-8-chloro-1,2,3,3a,5,9b-hexahydrocyclopenta[c]quinolin-4-one), COC=1C=CC(=CC1)P2(=S)SP(=S)(S2)C=3C=CC(=CC3)OC (Lawesson's reagent). The product is C(C)(C)(C)OC(=O)N(CC1=CC(=CC=C1)Cl)CCC=1C(=CC=2C3C(C(NC2C1)=S)CCC3)Cl (7-(N-tert-Butoxycarbonyl-3-chlorobenzylamino)ethyl-8-chloro-1,2,3,3a,5,9b-hexahydrocyclopenta[c]quinoline-4-thione). RXN SMILES: [C:1]([O:5][C:6]([N:8]([CH2:17][CH2:18][C:19]1[C:20]([Cl:33])=[CH:21][C:22]2[CH:23]3[CH2:32][CH2:31][CH2:30][CH:24]3[C:25](=O)[NH:26][C:27]=2[CH:28]=1)[CH2:9][C:10]1[CH:15]=[CH:14][CH:13]=[C:12]([Cl:16])[CH:11]=1)=[O:7])([CH3:4])([CH3:3])[CH3:2].COC1C=CC(P2(SP(C3C=CC(OC)=CC=3)(=S)S2)=[S:43])=CC=1>>[C:1]([O:5][C:6]([N:8]([CH2:17][CH2:18][C:19]1[C:20]([Cl:33])=[CH:21][C:22]2[CH:23]3[CH2:32][CH2:31][CH2:30][CH:24]3[C:25](=[S:43])[NH:26][C:27]=2[CH:28]=1)[CH2:9][C:10]1[CH:15]=[CH:14][CH:13]=[C:12]([Cl:16])[CH:11]=1)=[O:7])([CH3:4])([CH3:3])[CH3:2]. Reported procedure: A solution of 90 mg (0.18 mmol) of 7-(N-tert-butoxycarbonyl-3-chlorobenzyl-amino)ethyl-8-chloro-1,2,3,3a,5,9b-hexahydrocyclopenta[c]quinolin-4-one and 194 mg (0.48 mmol) of Lawesson's reagent are stirred for 1 hour at room temperature and refluxed for 1 hour. After concentration by evaporation in a vacuum, the residue is purified by column chromatography with hexane-ethyl acetate: 80 mg of product. Reaction SMILES: [N:1]([O-])=O.[Na+].[C:5]([C:7]1[CH:8]=[C:9]([CH:11]=[CH:12][C:13]=1[O:14][CH3:15])[NH2:10])#[N:6].Cl.O.O.[Sn](Cl)[Cl:20]>O>[ClH:20].[C:5]([C:7]1[CH:8]=[C:9]([NH:10][NH2:1])[CH:11]=[CH:12][C:13]=1[O:14][CH3:15])#[N:6] |f:0.1,4.5.6,8.9|. Run in O (water). The reactants are N(=O)[O-].[Na+] (sodium nitrite), ice, resultant mixture, O.O.[Sn](Cl)Cl (tin(II) chloride dihydrate), Cl (hydrochloric acid), C(#N)C=1C=C(N)C=CC1OC (3-cyano-4-methoxyaniline), Cl (hydrochloric acid). Reported procedure: A solution of sodium nitrite (4.0 g) in water (7 ml) was added to an ice cooled mixture of 3-cyano-4-methoxyaniline (7.7 g) and concentrated hydrochloric acid (21 ml). The mixture was stirred at 0° C. for 30 minutes. To the resultant mixture a solution of tin(II) chloride dihydrate (49 g) and concentrated hydrochloric acid (5 ml) was added at 0° C. and stirred for 1 hour. The precipitates were filtered and washed with ice cooled concentrated hydrochloric acid (10 ml) to give crude (3-cyano-4-met... The yield is 142.6%. The product is Cl.C(#N)C=1C=C(C=CC1OC)NN ((3-cyano-4-methoxyphenyl)hydrazine hydrochloride). Reaction conditions: temperature 0 celsius, time 30 minute. Starting materials: CCO, [Cl-], [Fe], [NH4+], O, Cc1cc([N+](=O)[O-])sc1C(=O)Nc1ccccc1C=Cc1n[nH]c2ccccc12. The product is Cc1cc(N)sc1C(=O)Nc1ccccc1C=Cc1n[nH]c2ccccc12. RXN SMILES: [CH3:32][CH2:33][OH:34].[Cl-:30].[Fe:35].[NH4+:31].[OH2:36].[nH:1]1[n:2][c:3]([CH:10]=[CH:11][c:12]2[c:13]([NH:18][C:19](=[O:20])[c:21]3[s:22][c:23]([N+:27]([O-:28])=[O:29])[cH:24][c:25]3[CH3:26])[cH:14][cH:15][cH:16][cH:17]2)[c:4]2[cH:5][cH:6][cH:7][cH:8][c:9]12>>[nH:1]1[n:2][c:3]([CH:10]=[CH:11][c:12]2[c:13]([NH:18][C:19](=[O:20])[c:21]3[s:22][c:23]([NH2:27])[cH:24][c:25]3[CH3:26])[cH:14][cH:15][cH:16][cH:17]2)[c:4]2[cH:5][cH:6][cH:7][cH:8][c:9]12. The reactants are BrCC=1C=C(C=CC1)CC(=O)OC (methyl 3-bromomethylphenylacetate), C(O)([O-])=O.[Na+] (sodium hydrogencarbonate). Run in CS(=O)C (dimethylsulphoxide), O (water). The product is C(=O)C=1C=C(C=CC1)CC(=O)OC (methyl 3-formylphenylacetate). The yield is 110.2%. RXN SMILES: Br[CH2:2][C:3]1[CH:4]=[C:5]([CH2:9][C:10]([O:12][CH3:13])=[O:11])[CH:6]=[CH:7][CH:8]=1.C(=O)([O-])[OH:15].[Na+]>CS(C)=O.O>[CH:2]([C:3]1[CH:4]=[C:5]([CH2:9][C:10]([O:12][CH3:13])=[O:11])[CH:6]=[CH:7][CH:8]=1)=[O:15] |f:1.2|. Procedure details: m-Tolylacetic acid (50 g) and N-bromosuccimimide (60 g) were refluxed in carbon tetrachloride (400 ml) for 3 h. The mixture was filtered, evaporated in vacuo, and the solid recrystallised from toluene and hexane to give 3-bromomethyl phenylacetic acid (28.6 g) as white needles. δH (250 MHz, DMSO-d6) 3.63 (2H, s, CH2CO), 4.28 (2H, s, CH2Br), 7.1-7.7 (4H, m, ArH). Hydrogen chloride was bubbled through a solution of this acid (25 g) in methanol (500 ml) for 5 min, then the solution stood at room te...